Dataset: the Open Reaction Database (ORD), a public repository of structured organic reaction records. Task: describe an organic reaction: reactants, conditions, products, and yield Starting materials: C(C#C)OC=1SC(=CN1)C=O (2-(2-propynyloxy)-1,3-thiazole-5-carbaldehyde), C(CC#N)#N (malononitrile). Run in O (water), C(C)O (ethanol). Conditions: time 3 hour. Product: C(C#C)OC=1SC(=CN1)C=C(C#N)C#N ({[2-(2-propynyloxy)-1,3-thiazol-5-yl]methylidene}malononitrile). Isolated yield 86.0%. Reaction SMILES: [CH2:1]([O:4][C:5]1[S:6][C:7]([CH:10]=O)=[CH:8][N:9]=1)[C:2]#[CH:3].[C:12](#[N:16])[CH2:13][C:14]#[N:15]>O.C(O)C>[CH2:1]([O:4][C:5]1[S:6][C:7]([CH:10]=[C:13]([C:12]#[N:16])[C:14]#[N:15])=[CH:8][N:9]=1)[C:2]#[CH:3]. Procedure details: 1.4 g of 2-(2-propynyloxy)-1,3-thiazole-5-carbaldehyde was dissolved in a mixture of 6 ml of water and 14 ml of ethanol, and 0.56 g of malononitrile was added dropwise. The mixture was stirred at room temperature for 3 hours. Thereafter, the reaction mixture was filtered, and the resulting cake was washed with 5 ml of ethanol two times and dried under reduced pressure to obtain 1.55 g of {[2-(2-propynyloxy)-1,3-thiazol-5-yl]methylidene}malononitrile. The reactants are ClC=1N=C(C2=C(N1)C(CC2)C2=CC=C(C=C2)Cl)N(C)C (2-Chloro-7-(4-chlorophenyl)-N,N-dimethyl-6,7-dihydro-5H-cyclopenta[d]pyrimidin-4-amine), ClC=1N=CN(C1)C1=C(C=C(N)C=C1)OC (4-(4-chloro-1H-imidazol-1-yl)-3-methoxyaniline). Run in C(C)(=O)O (acetic acid), C1CCOC1 (THF). Reaction conditions: temperature 75 celsius. Yields the product ClC=1N=CN(C1)C1=C(C=C(C=C1)NC=1N=C(C2=C(N1)C(CC2)C2=CC=C(C=C2)Cl)N(C)C)OC (N2-(4-(4-Chloro-1H-imidazol-1-yl)-3-methoxyphenyl)-7-(4-chlorophenyl)-N4,N4-dimethyl-6,7-dihydro-5H-cyclopenta[d]pyrimidine-2,4-diamine). Reaction SMILES: Cl[C:2]1[N:3]=[C:4]([N:18]([CH3:20])[CH3:19])[C:5]2[CH2:10][CH2:9][CH:8]([C:11]3[CH:16]=[CH:15][C:14]([Cl:17])=[CH:13][CH:12]=3)[C:6]=2[N:7]=1.[Cl:21][C:22]1[N:23]=[CH:24][N:25]([C:27]2[CH:33]=[CH:32][C:30]([NH2:31])=[CH:29][C:28]=2[O:34][CH3:35])[CH:26]=1>C(O)(=O)C.C1COCC1>[Cl:21][C:22]1[N:23]=[CH:24][N:25]([C:27]2[CH:33]=[CH:32][C:30]([NH:31][C:2]3[N:3]=[C:4]([N:18]([CH3:20])[CH3:19])[C:5]4[CH2:10][CH2:9][CH:8]([C:11]5[CH:16]=[CH:15][C:14]([Cl:17])=[CH:13][CH:12]=5)[C:6]=4[N:7]=3)=[CH:29][C:28]=2[O:34][CH3:35])[CH:26]=1. Reported procedure: 2-Chloro-7-(4-chlorophenyl)-N,N-dimethyl-6,7-dihydro-5H-cyclopenta[d]pyrimidin-4-amine (98 mg, 0.318 mmol) was added to a solution of 4-(4-chloro-1H-imidazol-1-yl)-3-methoxyaniline (71.1 mg, 0.318 mmol) in acetic acid (1.000 mL) and THF (1 mL). The reaction mixture was heated at 75° C. overnight. Partial conversion to the desired product was observed. The reaction was further heated at 120° C. for 6 h. The crude reaction mixture was purified by preparative HPLC. The appropriate fractions were ev... Starting materials: CN1CCC(CC1)N1CCNCC1 (1-(1-methyl-piperidin-4-yl)-piperazine), O=C1NC2=C(C=NC=3C=CC=CC23)N1C1CCN(CC1)C(=O)N[C@@H](C(=O)O)CC1=CC=2CCCCC2C=C1 ((R)-2-{[4-(2-oxo-1,2-dihydro-imidazo[4,5-c]quinolin-3-yl)-piperidine-1-carbonyl]-amino}-3-(5,6,7,8-tetrahydro-naphthalen-2-yl)-propionic acid), CN(C)C(=[N+](C)C)ON1C2=C(C=CC=C2)N=N1.[B-](F)(F)(F)F (TBTU), C(C)N(C(C)C)C(C)C (ethyldiisopropylamine), C(=O)([O-])[O-].[K+].[K+] (K2CO3). Run in C1CCOC1 (THF). Run at time 30 minute. The product is CN1CCC(CC1)N1CCN(CC1)C([C@@H](CC1=CC=2CCCCC2C=C1)NC(=O)N1CCC(CC1)N1C(NC2=C1C=NC=1C=CC=CC21)=O)=O (4-(2-oxo-1,2-dihydro-imidazo[4,5-c]quinolin-3-yl)-piperidine-1-carboxylic acid [(R)-2-[4-(1-methyl-piperidin-4-yl)-piperazin-1-yl]-2-oxo-1-(5,6,7,8-tetrahydro-naphthalen-2-ylmethyl)-ethyl]-amide). RXN SMILES: [O:1]=[C:2]1[N:14]([CH:15]2[CH2:20][CH2:19][N:18]([C:21]([NH:23][C@H:24]([CH2:28]C3C=CC4CCCCC=4C=3)[C:25](O)=[O:26])=[O:22])[CH2:17][CH2:16]2)[C:5]2[CH:6]=[N:7][C:8]3[CH:9]=[CH:10][CH:11]=[CH:12][C:13]=3[C:4]=2[NH:3]1.CN(C(ON1N=N[C:49]2[CH:50]=[CH:51][CH:52]=[CH:53][C:48]1=2)=[N+](C)C)C.[B-](F)(F)(F)F.C(N([CH:67]([CH3:69])[CH3:68])C(C)C)C.[CH3:70][N:71]1[CH2:76][CH2:75][CH:74]([N:77]2[CH2:82][CH2:81][NH:80][CH2:79][CH2:78]2)[CH2:73][CH2:72]1.[C:83]([O-])([O-])=O.[K+].[K+]>C1COCC1>[CH3:70][N:71]1[CH2:72][CH2:73][CH:74]([N:77]2[CH2:82][CH2:81][N:80]([C:25](=[O:26])[C@H:24]([NH:23][C:21]([N:18]3[CH2:19][CH2:20][CH:15]([N:14]4[C:5]5[CH:6]=[N:7][C:8]6[CH:9]=[CH:10][CH:11]=[CH:12][C:13]=6[C:4]=5[NH:3][C:2]4=[O:1])[CH2:16][CH2:17]3)=[O:22])[CH2:28][C:52]3[CH:51]=[CH:50][C:49]4[CH2:68][CH2:67][CH2:69][CH2:83][C:48]=4[CH:53]=3)[CH2:79][CH2:78]2)[CH2:75][CH2:76]1 |f:1.2,5.6.7|. Procedure: A mixture of 500 mg (0.97 mmol) (R)-2-{[4-(2-oxo-1,2-dihydro-imidazo[4,5-c]quinolin-3-yl)-piperidine-1-carbonyl]-amino}-3-(5,6,7,8-tetrahydro-naphthalen-2-yl)-propionic acid, 350 mg (1.09 mmol) TBTU, 0.19 mL (1.08 mmol) ethyldiisopropylamine and 30 mL THF was stirred for 30 min at RT, then combined with 195 mg (1.06 mmol) 1-(1-methyl-piperidin-4-yl)-piperazine and stirred overnight. The reaction mixture was poured onto 100 mL of a 15% K2CO3 solution and extracted twice with DCM. The combined org... Reactants: Ice water, C(C)(=O)OCC (ethyl acetate), COC=1C=C2SC3=CC(C=CC3=NC2=CC1)=O (7-methoxy-3H-phenothiazin-3-one), Cl.CN1CCNCC1 (N-methyl piperazine HCl), NaIO4. Run in CN(C)C=O (DMF). Run at temperature 100 celsius. The product is COC=1C=C2SC3=CC(C(=CC3=NC2=CC1)N1CCN(CC1)C)=O (7-Methoxy-2-(4-methylpiperazin-1-yl)-3H-phenothiazine-3-one). RXN SMILES: [CH3:1][O:2][C:3]1[CH:4]=[C:5]2[C:14](=[CH:15][CH:16]=1)[N:13]=[C:12]1[C:7](=[CH:8][C:9](=[O:17])[CH:10]=[CH:11]1)[S:6]2.Cl.[CH3:19][N:20]1[CH2:25][CH2:24][NH:23][CH2:22][CH2:21]1.C(OCC)(=O)C>CN(C=O)C>[CH3:1][O:2][C:3]1[CH:4]=[C:5]2[C:14](=[CH:15][CH:16]=1)[N:13]=[C:12]1[C:7](=[CH:8][C:9](=[O:17])[C:10]([N:23]3[CH2:24][CH2:25][N:20]([CH3:19])[CH2:21][CH2:22]3)=[CH:11]1)[S:6]2 |f:1.2|. Procedure: A mixture of 7-methoxy-3H-phenothiazin-3-one (1.2 g) and N-methyl piperazine HCl (3.4 g) in DMF (20 ml) was heated at 100° C. for 3 hours. Then NaIO4 (1 g) was added and the reaction mixture was heated at 100° C. for 1 hour. Ice-water was added to the reaction mixture followed by ethyl acetate. The aqueous layer was decanted, filtered and the filtrate basified with K2CO3 and extracted with ethyl acetate. The organic layer was evaporated to dryness, the resulting residue was dissolved in CH2Cl2, ... The reactants are BrC(C(=O)Cl)C (2-bromopropionylchloride), N1CCOCC1 (morpholine). The solvent is C1=CC=CC=C1.CO (C6H6 MeOH). Yields the product BrC(C(=O)N1CCOCC1)C (2-bromopropionic acid morpholide). As a reaction SMILES: [Br:1][CH:2]([CH3:6])[C:3](Cl)=[O:4].[NH:7]1[CH2:12][CH2:11][O:10][CH2:9][CH2:8]1>C1C=CC=CC=1.CO>[Br:1][CH:2]([CH3:6])[C:3]([N:7]1[CH2:12][CH2:11][O:10][CH2:9][CH2:8]1)=[O:4] |f:2.3|. Procedure: This compound is prepared by reaction of 2-bromopropionylchloride with morpholine under the experimental conditions of Example 10: b.p. 115°-120° C. (0.1-0.2 mm); Rf=0.52 (C6H6 -MeOH 80:20); IR (neat) νmax: 2860, 1660, 1470, 1440, 1280, 1260, 1125, 1040 cm-1. The product is very irritating to the skin and mucosae.